describe an organic reaction: reactants, conditions, products, and yield From a dataset of the Open Reaction Database (ORD), a public repository of structured organic reaction records. Starting materials: solution, C[Mg]Br (methylmagnesium bromide), [Si](C)(C)(C(C)(C)C)O[C@@H]1C=2C3=C(C(=NC2CC(C1)(C)C)C(C)C)[C@H](OC31CCCC1)C1=CC=C(C(=O)OCC)C=C1 (Ethyl 4-((3′R,9′S)-9′-(tert-butyldimethylsilyloxy)-4′-isopropyl-7′,7′-dimethyl-6′,7′,8′,9′-tetrahydro-3′H-spiro[cyclopentane-1,1′-furo[3,4-c]quinoline]-3′-yl)benzoate). Solvent: C1(=CC=CC=C1)C.O1CCCC1 (toluene tetrahydrofurane), O1CCCC1 (tetrahydrofurane). Run at temperature -5 celsius. The product is [Si](C)(C)(C(C)(C)C)O[C@@H]1C=2C3=C(C(=NC2CC(C1)(C)C)C(C)C)[C@H](OC31CCCC1)C1=CC=C(C=C1)C(C)(C)O (2-(4-((3′R,9′S)-9′-(tert-butyldimethylsilyloxy)-4′-isopropyl-7′,7′-dimethyl-6′,7′,8′,9′-tetrahydro-3′H-spiro[cyclopentane-1,1′-furo[3,4-c]quinoline]-3′-yl)phenyl)propan-2-ol). RXN SMILES: [Si:1]([O:8][C@H:9]1[CH2:18][C:17]([CH3:20])([CH3:19])[CH2:16][C:15]2[N:14]=[C:13]([CH:21]([CH3:23])[CH3:22])[C:12]3[C@@H:24]([C:31]4[CH:41]=[CH:40][C:34](C(OCC)=O)=[CH:33][CH:32]=4)[O:25][C:26]4([CH2:30][CH2:29][CH2:28][CH2:27]4)[C:11]=3[C:10]1=2)([C:4]([CH3:7])([CH3:6])[CH3:5])([CH3:3])[CH3:2].C[Mg]Br>O1CCCC1.C1(C)C=CC=CC=1.O1CCCC1>[Si:1]([O:8][C@H:9]1[CH2:18][C:17]([CH3:19])([CH3:20])[CH2:16][C:15]2[N:14]=[C:13]([CH:21]([CH3:23])[CH3:22])[C:12]3[C@@H:24]([C:31]4[CH:32]=[CH:33][C:34]([C:9]([OH:8])([CH3:18])[CH3:10])=[CH:40][CH:41]=4)[O:25][C:26]4([CH2:30][CH2:29][CH2:28][CH2:27]4)[C:11]=3[C:10]1=2)([C:4]([CH3:5])([CH3:7])[CH3:6])([CH3:2])[CH3:3] |f:3.4|. Procedure details: 110 mg Ethyl 4-((3′R,9′S)-9′-(tert-butyldimethylsilyloxy)-4′-isopropyl-7′,7′-dimethyl-6′,7′,8′,9′-tetrahydro-3′H-spiro[cyclopentane-1,1′-furo[3,4-c]quinoline]-3′-yl)benzoate are dissolved in 3 ml tetrahydrofurane, cooled to −5° C. and treated dropwise with 820 μl of a 1.4 M solution of methylmagnesium bromide in toluene/tetrahydrofurane (72:25). The mixture is warmed to room temperature during 1 hour, then recooled to 0° C. and the reaction is quenched by addition 1 ml methanol. The solvents are... Reactants: C(C)OC(CP(=O)(OCC)OCC)=O (diethylphosphonoacetic acid ethyl ester), [H-].[Na+] (sodium hydride), C(=O)(C)OCC.O (AcOEt-H2O), C(C1=CC=CC=C1)N1CC(CC1)NC1=NC=C(C=O)C=C1 (6-[(1-benzyl-3-pyrrolidinyl)amino]nicotinaldehyde). Solvent: C1CCOC1 (THF), oil, C1CCOC1 (THF), C1CCOC1 (THF). Run at temperature 15 celsius. Yields the product C(C1=CC=CC=C1)N1CC(CC1)NC1=CC=C(C=N1)/C=C/C(=O)OCC (ethyl (2E)-3-{6-[(1-benzyl-3-pyrrolidinyl)amino]-3-pyridyl}acrylate). The yield is 88.6%. RXN SMILES: [CH2:1]([O:3][C:4](=[O:14])[CH2:5]P(OCC)(OCC)=O)[CH3:2].[H-].[Na+].[CH2:17]([N:24]1[CH2:28][CH2:27][CH:26]([NH:29][C:30]2[CH:37]=[CH:36][C:33]([CH:34]=O)=[CH:32][N:31]=2)[CH2:25]1)[C:18]1[CH:23]=[CH:22][CH:21]=[CH:20][CH:19]=1.C(OCC)(C)=O.O>C1COCC1>[CH2:17]([N:24]1[CH2:28][CH2:27][CH:26]([NH:29][C:30]2[N:31]=[CH:32][C:33](/[CH:34]=[CH:5]/[C:4]([O:3][CH2:1][CH3:2])=[O:14])=[CH:36][CH:37]=2)[CH2:25]1)[C:18]1[CH:19]=[CH:20][CH:21]=[CH:22][CH:23]=1 |f:1.2,4.5|. Procedure details: A solution of diethylphosphonoacetic acid ethyl ester (896 mg) in THF (10 ml) was added dropwise to a mixture of 60% sodium hydride in oil (170 mg) in THF (20 mL) with stirring at 10-20° C. under atmospheric pressure of nitrogen, and the reaction mixture was stirred at ambient temperature for 30 minutes. A solution of 6-[(1-benzyl-3-pyrrolidinyl)amino]nicotinaldehyde (0.75 g) in THF (10 ml) solution was added the above mixture, and resultant mixture was stirred at ambient temperature for 1.5 hou... Starting materials: O=C([O-])[O-], [Cs+], [Cs+], CC(C)(C)OC(=O)N1CCC(c2n[nH]c3c(C(N)=O)cc(Br)cc23)CC1, C1COCCO1, O, OCc1ccc(B(O)O)cc1, c1ccc(P(c2ccccc2)(c2ccccc2)[Pd](P(c2ccccc2)(c2ccccc2)c2ccccc2)(P(c2ccccc2)(c2ccccc2)c2ccccc2)P(c2ccccc2)(c2ccccc2)c2ccccc2)cc1. Product: CC(C)(C)OC(=O)N1CCC(c2n[nH]c3c(C(N)=O)cc(-c4ccc(CO)cc4)cc23)CC1. As a reaction SMILES: [C:38](=[O:39])([O-:40])[O-:41].[Cs+:42].[Cs+:43].[NH2:1][C:2](=[O:3])[c:4]1[cH:5][c:6]([Br:26])[cH:7][c:8]2[c:9]([CH:13]3[CH2:14][CH2:15][N:16]([C:19](=[O:20])[O:21][C:22]([CH3:23])([CH3:24])[CH3:25])[CH2:17][CH2:18]3)[n:10][nH:11][c:12]12.[O:45]1[CH2:46][CH2:47][O:48][CH2:49][CH2:50]1.[OH2:44].[OH:27][CH2:28][c:29]1[cH:30][cH:31][c:32]([B:35]([OH:36])[OH:37])[cH:33][cH:34]1.[cH:51]1[cH:52][cH:53][c:54]([P:55]([Pd:56]([P:57]([c:58]2[cH:59][cH:60][cH:61][cH:62][cH:63]2)([c:64]2[cH:65][cH:66][cH:67][cH:68][cH:69]2)[c:70]2[cH:71][cH:72][cH:73][cH:74][cH:75]2)([P:76]([c:77]2[cH:78][cH:79][cH:80][cH:81][cH:82]2)([c:83]2[cH:84][cH:85][cH:86][cH:87][cH:88]2)[c:89]2[cH:90][cH:91][cH:92][cH:93][cH:94]2)[P:95]([c:96]2[cH:97][cH:98][cH:99][cH:100][cH:101]2)([c:102]2[cH:103][cH:104][cH:105][cH:106][cH:107]2)[c:108]2[cH:109][cH:110][cH:111][cH:112][cH:113]2)([c:114]2[cH:115][cH:116][cH:117][cH:118][cH:119]2)[c:120]2[cH:121][cH:122][cH:123][cH:124][cH:125]2)[cH:126][cH:127]1>>[NH2:1][C:2](=[O:3])[c:4]1[cH:5][c:6](-[c:32]2[cH:31][cH:30][c:29]([CH2:28][OH:27])[cH:34][cH:33]2)[cH:7][c:8]2[c:9]([CH:13]3[CH2:14][CH2:15][N:16]([C:19](=[O:20])[O:21][C:22]([CH3:23])([CH3:24])[CH3:25])[CH2:17][CH2:18]3)[n:10][nH:11][c:12]12. Yields the product ClC1=NC=CC(=C1CNCCO)C1=CC=CC=C1 (2-[(2-chloro-4-phenylpyridin-3-yl)methylamino]ethanol). As a reaction SMILES: Cl.[Cl:2][C:3]1[C:8]([CH2:9]Cl)=[C:7]([C:11]2[CH:16]=[CH:15][CH:14]=[CH:13][CH:12]=2)[CH:6]=[CH:5][N:4]=1.[CH2:17]([CH2:19][NH2:20])[OH:18].O>O1CCCC1>[Cl:2][C:3]1[C:8]([CH2:9][NH:20][CH2:19][CH2:17][OH:18])=[C:7]([C:11]2[CH:16]=[CH:15][CH:14]=[CH:13][CH:12]=2)[CH:6]=[CH:5][N:4]=1 |f:0.1|. Starting materials: Cl.ClC1=NC=CC(=C1CCl)C1=CC=CC=C1 (2-chloro-3-(chloromethyl)-4-phenylpyridine hydrochloride), C(O)CN (ethanolamine), O (water). Procedure: To a suspension of 2-chloro-3-(chloromethyl)-4-phenylpyridine hydrochloride (12.6 g) obtained in Reference Example 2C in tetrahydrofuran (150 ml) was added ethanolamine (14 ml), and the mixture was heated under reflux for 6 hrs. After cooling the reaction solution, water was added and the mixture was extracted with ethyl acetate. The organic layer was washed successively with water and saturated brine, and dried over anhydrous magnesium sulfate, and the solvent was evaporated under reduced press... Solvent: O1CCCC1 (tetrahydrofuran). The reactants are C(C)(=O)C1=CC=C(C=C1)C1=CC2=C(NC(=N2)OC=2C=CC(=C(C(=O)OC)C2)C)C=C1Cl (methyl 5-{[5-(4-acetylphenyl)-6-chloro-1H-benzimidazol-2-yl]oxy}-2-methylbenzoate), [BH4-].[Na+] (NaBH4). The reagents and catalysts are O (Water). The solvent is CO (MeOH). Run at time 15 minute. Yields the product ClC=1C(=CC2=C(NC(=N2)OC=2C=CC(=C(C(=O)OC)C2)C)C1)C1=CC=C(C=C1)C(C)O (Methyl 5-({6-chloro-5-[4-(1-hydroxyethyl)phenyl]-1H-benzimidazol-2-yl}oxy)-2-methylbenzoate). Reaction SMILES: [C:1]([C:4]1[CH:9]=[CH:8][C:7]([C:10]2[C:30]([Cl:31])=[CH:29][C:13]3[NH:14][C:15]([O:17][C:18]4[CH:19]=[CH:20][C:21]([CH3:28])=[C:22]([CH:27]=4)[C:23]([O:25][CH3:26])=[O:24])=[N:16][C:12]=3[CH:11]=2)=[CH:6][CH:5]=1)(=[O:3])[CH3:2].[BH4-].[Na+]>CO.O>[Cl:31][C:30]1[C:10]([C:7]2[CH:6]=[CH:5][C:4]([CH:1]([OH:3])[CH3:2])=[CH:9][CH:8]=2)=[CH:11][C:12]2[N:16]=[C:15]([O:17][C:18]3[CH:19]=[CH:20][C:21]([CH3:28])=[C:22]([CH:27]=3)[C:23]([O:25][CH3:26])=[O:24])[NH:14][C:13]=2[CH:29]=1 |f:1.2|. Procedure details: To a 0° C. solution of methyl 5-{[5-(4-acetylphenyl)-6-chloro-1H-benzimidazol-2-yl]oxy}-2-methylbenzoate (50 mg, 0.115 mmol) in MeOH (2 mL) was added NaBH4 (6.5 mg, 0.172 mmol). The mixture was warmed to rt and stirred for 15 min. Water (5-6 drops) was added and the mixture was concentrated. The residue was partitioned between Et2O and water. The aqueous phase was extracted with Et2O. The combined ethereal extracts were washed with brine, dried (MgSO4), filtered, and concentrated to afford the d... The reactants are BrC1=CC(=C(C=C1)C(C)=O)F (1-(4-bromo-2-fluoro-phenyl)-ethanone), CC=1N=C(SC1)NC(C)=O (N-(4-methyl-thiazol-2-yl)-acetamide), C([O-])([O-])=O.[Cs+].[Cs+] (caesium carbonate). Reagents/catalysts: [Pd].C(C)(C)(C)P(C(C)(C)C)C(C)(C)C.C(C)(C)(C)P(C(C)(C)C)C(C)(C)C (Bis (tri-t-butylphosphine) palladium (0)). Run at temperature 150 celsius. Yields the product C(C)(=O)C1=C(C=C(C=C1)C1=C(N=C(S1)NC(C)=O)C)F (N-[5-(4-Acetyl-3-fluoro-phenyl)-4-methyl-thiazol-2-yl]-acetamide). As a reaction SMILES: Br[C:2]1[CH:7]=[CH:6][C:5]([C:8](=[O:10])[CH3:9])=[C:4]([F:11])[CH:3]=1.[CH3:12][C:13]1[N:14]=[C:15]([NH:18][C:19](=[O:21])[CH3:20])[S:16][CH:17]=1.C(=O)([O-])[O-].[Cs+].[Cs+]>[Pd].C(P(C(C)(C)C)C(C)(C)C)(C)(C)C.C(P(C(C)(C)C)C(C)(C)C)(C)(C)C>[C:8]([C:5]1[CH:6]=[CH:7][C:2]([C:17]2[S:16][C:15]([NH:18][C:19](=[O:21])[CH3:20])=[N:14][C:13]=2[CH3:12])=[CH:3][C:4]=1[F:11])(=[O:10])[CH3:9] |f:2.3.4,5.6.7|. Reported procedure: Dry, degassed DMF (25 ml) is added to 1-(4-bromo-2-fluoro-phenyl)-ethanone (WO 2003095441) (1.25 g, 5.76 mmol), N-(4-methyl-thiazol-2-yl)-acetamide (0.75 g, 4.80 mmol), Bis (tri-t-butylphosphine) palladium (0) (0.245 g, 0.48 mmol) and caesium carbonate (3.13 g, 9.60 mmol), and the reaction mixture heated to 150° C. for 4 hours. The reaction mixture is filtered through celite and the filtrate reduced in vacuo. Purification of the crude product by chromatography on silica eluting with 2:1 iso-hexa...